From a dataset of the Open Reaction Database (ORD), a public repository of structured organic reaction records. describe an organic reaction: reactants, conditions, products, and yield Reactants: C(C1=CC=CC=C1)OC(=O)NC=1C=C(C=CC1C(=O)OC(C)(C)C)S(=O)(=O)N (3-benzyloxycarbonylamino-4-t-butoxycarbonylbenzenesulfonamide), C(C1=CC=CC=C1)OC(C=1C(NC(=O)OC2=CC=CC=C2)=CC(=CC1)O)=O (4-hydroxy-2-N-phenoxycarbonylanthranilic acid benzylester). Product: OC1=CC=C2C(N(C(NC2=C1)=O)S(=O)(=O)C=1C=C(C(C(=O)O)=CC1)N)=O (4-[(7-hydroxy-2,4(1H,3H)-quinazolinedione-3-yl)sulfonyl]anthranilic acid). Isolated yield 4.0%. As a reaction SMILES: C(OC([NH:11][C:12]1[CH:13]=[C:14]([S:25]([NH2:28])(=[O:27])=[O:26])[CH:15]=[CH:16][C:17]=1[C:18]([O:20]C(C)(C)C)=[O:19])=O)C1C=CC=CC=1.C([O:36][C:37](=O)[C:38]1[C:39](=[CH:50][C:51]([OH:54])=[CH:52][CH:53]=1)[NH:40][C:41](OC1C=CC=CC=1)=[O:42])C1C=CC=CC=1>>[OH:54][C:51]1[CH:50]=[C:39]2[C:38]([C:37](=[O:36])[N:28]([S:25]([C:14]3[CH:13]=[C:12]([NH2:11])[C:17](=[CH:16][CH:15]=3)[C:18]([OH:20])=[O:19])(=[O:26])=[O:27])[C:41](=[O:42])[NH:40]2)=[CH:53][CH:52]=1. Procedure: From 620 mg (1.53 mmol) of 3-benzyloxycarbonylamino-4-t-butoxycarbonylbenzenesulfonamide and 550 mg (1.51 mmol) of 4-hydroxy-2-N-phenoxycarbonylanthranilic acid benzylester in a similar manner to Preparation Example 17, 25 mg (yield 4%: 4 steps) of the title compound was obtained. Property: colorless crystals, melting point: >200° C. (decomposition), PMR (δppm, DMSO-d6): 6.48 (1H, s), 6.61 (1H, d), 7.14 (1H, d), 7.51 (1H, s), 7.70 (1H, d), 7.90 (1H, d), 10.80 (1H, s), 11.39 (1H, s). Starting materials: CC(C)(C)OC(=O)N[C@@H](C1=CC=CC=C1)C(=O)O (Boc-L-phenylglycine), Cl.C(C1=CC=CC=C1)OC([C@H]1NCCC1)=O (L-proline benzyl ester hydrochloride), C(C1=CC=CC=C1)OC(=O)[C@H]1N(CCC1)C([C@@H](C1=CC=CC=C1)NC(=O)OC(C)(C)C)=O ((S,R)-1-(2-tert-butoxycarbonylamino-2-phenylacetyl)-pyrrolidine-2-carboxylic acid benzyl ester). The product is C(C1=CC=CC=C1)OC(=O)[C@H]1N(CCC1)C([C@H](C1=CC=CC=C1)NC(=O)OC(C)(C)C)=O ((S,S)-1-(2-tert-butoxycarbonylamino-2-phenyl-acetyl)-pyrrolidine-2-carboxylic acid benzyl ester). RXN SMILES: CC(OC(N[C@H](C(O)=O)C1C=CC=CC=1)=O)(C)C.Cl.C(OC(=O)[C@@H]1CCCN1)C1C=CC=CC=1.[CH2:35]([O:42][C:43]([C@@H:45]1[CH2:49][CH2:48][CH2:47][N:46]1[C:50](=[O:66])[C@H:51]([NH:58][C:59]([O:61][C:62]([CH3:65])([CH3:64])[CH3:63])=[O:60])[C:52]1[CH:57]=[CH:56][CH:55]=[CH:54][CH:53]=1)=[O:44])[C:36]1[CH:41]=[CH:40][CH:39]=[CH:38][CH:37]=1>>[CH2:35]([O:42][C:43]([C@@H:45]1[CH2:49][CH2:48][CH2:47][N:46]1[C:50](=[O:66])[C@@H:51]([NH:58][C:59]([O:61][C:62]([CH3:64])([CH3:63])[CH3:65])=[O:60])[C:52]1[CH:53]=[CH:54][CH:55]=[CH:56][CH:57]=1)=[O:44])[C:36]1[CH:41]=[CH:40][CH:39]=[CH:38][CH:37]=1 |f:1.2|. Procedure: Compound 21 was synthesized from Boc-L-phenylglycine and L-proline benzyl ester hydrochloride, following the procedure as described for compound 2a, as a white crystallized solid. MS (ESI, EI+) m/z=439 (MH+). The reactants are Cl (hydrochloric acid), C(CCC)[Si](CCCO)(C)C (butyldimethyl-3-hydroxypropylsilane), N1=CC=CC=C1 (pyridine), C1(=CC=C(C=C1)S(=O)(=O)Cl)C (p-toluenesulfonyl chloride). The yield is 81.7%. Yields the product C1(=CC=C(C=C1)S(=O)(=O)OCCC[Si](C)(C)CCCC)C (3-(butyldimethylsilyl)propyl p-toluenesulfonate). Solvent: O (water). Reported procedure: 5.0 g (28.68 mM) of butyldimethyl-3-hydroxypropylsilane was added 50 ml of pyridine, followed by stirring. To the mixture, 5.4 g (28.32 mM) of p-toluenesulfonyl chloride was added under cooling on an ice bath, followed by stirring for 0.5 hour and further stirring for 4 hours at room temperature. After the reaction, the reaction mixture was poured into water, acidified with hydrochloric acid (pH≈2) and extracted with ethyl acetate, followed by washing with water and drying with anhydrous magnesi... RXN SMILES: [CH2:1]([Si:5]([CH3:11])([CH3:10])[CH2:6][CH2:7][CH2:8][OH:9])[CH2:2][CH2:3][CH3:4].N1C=CC=CC=1.[C:18]1([CH3:28])[CH:23]=[CH:22][C:21]([S:24](Cl)(=[O:26])=[O:25])=[CH:20][CH:19]=1.Cl>O>[C:18]1([CH3:28])[CH:23]=[CH:22][C:21]([S:24]([O:9][CH2:8][CH2:7][CH2:6][Si:5]([CH2:1][CH2:2][CH2:3][CH3:4])([CH3:10])[CH3:11])(=[O:26])=[O:25])=[CH:20][CH:19]=1. Reactants: [Br-], CC(=O)OCCCCBr, [H-], [Li+], COc1nc(N)cc(=O)[nH]1, [Na+], CN(C)C=O. Reaction SMILES: [Br-:14].[C:15]([CH3:16])(=[O:17])[O:18][CH2:19][CH2:20][CH2:21][CH2:22][Br:23].[H-:1].[Li+:13].[NH2:3][c:4]1[cH:5][c:6](=[O:12])[nH:7][c:8]([O:10][CH3:11])[n:9]1.[Na+:2].[O:24]=[CH:25][N:26]([CH3:27])[CH3:28]>>[NH2:3][c:4]1[cH:5][c:6]([CH2:22][CH2:21][CH2:20][CH2:19][O:18][C:15]([CH3:16])=[O:17])[n:7][c:8]([O:10][CH3:11])[n:9]1. Yields the product COc1nc(N)cc(CCCCOC(C)=O)n1. Starting materials: CN(C)S(=O)(=O)c1ccc2c3c(cccc13)C(=S)N2, CCO, NCCCn1ccnc1. Product: CN(C)S(=O)(=O)c1ccc2c3c(cccc13)C(NCCCn1ccnc1)=N2. Reaction SMILES: [CH3:1][N:2]([S:3](=[O:4])(=[O:5])[c:6]1[c:7]2[c:8]3[c:9]([cH:16][cH:17][cH:18]2)[C:10](=[S:15])[NH:11][c:12]3[cH:13][cH:14]1)[CH3:19].[CH3:29][CH2:30][OH:31].[n:20]1([CH2:25][CH2:26][CH2:27][NH2:28])[cH:21][n:22][cH:23][cH:24]1>>[CH3:1][N:2]([S:3](=[O:4])(=[O:5])[c:6]1[c:7]2[c:8]3[c:9]([cH:16][cH:17][cH:18]2)[C:10]([NH:28][CH2:27][CH2:26][CH2:25][n:20]2[cH:21][n:22][cH:23][cH:24]2)=[N:11][c:12]3[cH:13][cH:14]1)[CH3:19].